This data is from the Open Reaction Database (ORD), a public repository of structured organic reaction records. The task is: describe an organic reaction: reactants, conditions, products, and yield Reaction SMILES: [CH2:1]([O:3][C:4](=[O:38])[C:5]([C:8]1[CH:9]=[C:10]2[C:14](=[CH:15][CH:16]=1)[NH:13][C:12]([C:17]1[CH:22]=[C:21]([CH3:23])[CH:20]=[C:19]([CH3:24])[CH:18]=1)=[C:11]2[CH2:25][CH2:26][NH:27][CH2:28][CH2:29][CH2:30][CH2:31][C:32]1[CH:33]=[N:34][CH:35]=[CH:36][CH:37]=1)([CH3:7])[CH3:6])[CH3:2].C(N(CC)C(C)C)(C)C.Cl[C:49]([O:51][CH2:52][C:53]1[CH:58]=[CH:57][CH:56]=[CH:55][CH:54]=1)=[O:50].C(Cl)Cl.CO>C(Cl)Cl>[CH2:1]([O:3][C:4](=[O:38])[C:5]([C:8]1[CH:9]=[C:10]2[C:14](=[CH:15][CH:16]=1)[NH:13][C:12]([C:17]1[CH:18]=[C:19]([CH3:24])[CH:20]=[C:21]([CH3:23])[CH:22]=1)=[C:11]2[CH2:25][CH2:26][N:27]([C:49]([O:51][CH2:52][C:53]1[CH:58]=[CH:57][CH:56]=[CH:55][CH:54]=1)=[O:50])[CH2:28][CH2:29][CH2:30][CH2:31][C:32]1[CH:33]=[N:34][CH:35]=[CH:36][CH:37]=1)([CH3:7])[CH3:6])[CH3:2] |f:3.4|. Reactants: C(Cl)Cl.CO (CH2Cl2 MeOH), C(C)OC(C(C)(C)C=1C=C2C(=C(NC2=CC1)C1=CC(=CC(=C1)C)C)CCNCCCCC=1C=NC=CC1)=O (2-[2-(3,5-dimethylphenyl)-3-[2-[4-(pyridin-3-yl)butylamino]ethyl]-1H-indol-5-yl]-2-methylpropionic acid ethyl ester), ClC(=O)OCC1=CC=CC=C1 (benzyl chloroformate), C(C)(C)N(C(C)C)CC (N,N-diisopropylethylamine). Product: C(C)OC(C(C)(C)C=1C=C2C(=C(NC2=CC1)C1=CC(=CC(=C1)C)C)CCN(CCCCC=1C=NC=CC1)C(=O)OCC1=CC=CC=C1)=O (2-[3-[2-[Benzyloxycarbonyl-[4-(pyridin-3-yl)butyl]amino]ethyl]-2-(3,5-dimethylphenyl)-1H-indol-5-yl]-2-methylpropionic Acid Ethyl Ester). Reaction conditions: time 20 minute. Run in C(Cl)Cl (CH2Cl2). Reported procedure: A solution of 3.00 g (theoretical maximum of 5.86 mmol) of crude 2-[2-(3,5-dimethylphenyl)-3-[2-[4-(pyridin-3-yl)butylamino]ethyl]-1H-indol-5-yl]-2-methylpropionic acid ethyl ester in 30 ml of dry CH2Cl2 was stirred under N2 with cooling in a dry-ice-acetone bath. To this solution was added by syringe 1.106 ml (820 mg, 6.36 mmol) of N,N-diisopropylethylamine. Then 956μ (1.14 g, 6.36 mmol) of benzyl chloroformate was added dropwise by syringe over 5-10 minutes. After 20 minutes, the solution was ...